Task: describe an organic reaction: reactants, conditions, products, and yield. Dataset: the Open Reaction Database (ORD), a public repository of structured organic reaction records Reactants: ClC=1C=C(C=CC1OC1=CC2=C(N=C(N2COCC[Si](C)(C)C)C)C=C1[N+](=O)[O-])CC(=O)OC (methyl 2-(3-chloro-4-(2-methyl-6-nitro-3-((2-(trimethylsilyl)ethoxy)methyl)-3H-benzo[d]imidazol-5-yloxy)phenyl)acetate), O.O.[Sn](Cl)(Cl)(Cl)Cl (tin chloride dihydrate). Solvent: C(C)(=O)OCC (ethyl acetate), C(=O)(O)[O-].[Na+] (NaHCO3), C(C)(=O)OCC (ethyl acetate). Run at time 2.5 hour. Product: NC=1C(=CC2=C(N=C(N2COCC[Si](C)(C)C)C)C1)OC1=C(C=C(C=C1)CC(=O)OC)Cl (Methyl 2-(4-(6-amino-2-methyl-3-((2-(trimethylsilyl)ethoxy)methyl)-3H-benzo[d]imidazol-5-yloxy)-3-chlorophenyl)acetate). As a reaction SMILES: [Cl:1][C:2]1[CH:3]=[C:4]([CH2:30][C:31]([O:33][CH3:34])=[O:32])[CH:5]=[CH:6][C:7]=1[O:8][C:9]1[C:26]([N+:27]([O-])=O)=[CH:25][C:12]2[N:13]=[C:14]([CH3:24])[N:15]([CH2:16][O:17][CH2:18][CH2:19][Si:20]([CH3:23])([CH3:22])[CH3:21])[C:11]=2[CH:10]=1.O.O.[Sn](Cl)(Cl)(Cl)Cl>C(OCC)(=O)C.C([O-])(O)=O.[Na+]>[NH2:27][C:26]1[C:9]([O:8][C:7]2[CH:6]=[CH:5][C:4]([CH2:30][C:31]([O:33][CH3:34])=[O:32])=[CH:3][C:2]=2[Cl:1])=[CH:10][C:11]2[N:15]([CH2:16][O:17][CH2:18][CH2:19][Si:20]([CH3:21])([CH3:23])[CH3:22])[C:14]([CH3:24])=[N:13][C:12]=2[CH:25]=1 |f:1.2.3,5.6|. Reported procedure: Under an N2 atmosphere, methyl 2-(3-chloro-4-(2-methyl-6-nitro-3-((2-(trimethylsilyl)ethoxy)methyl)-3H-benzo[d]imidazol-5-yloxy)phenyl)acetate (0.220 g, 0.435 mmol) was dissolved in ethyl acetate (10 mL) and tin chloride dihydrate (0.392 g, 0.174 mmol) was added. The reaction was allowed to stir at room temperature for 2.5 h. The reaction was diluted with 10% NaHCO3 (aq) and ethyl acetate. The layers were separated and the organic layer was washed with brine, dried (Na2SO4), and concentrated in ... Reactants: NC1CC1, Cc1csc2c(Cl)nc(Cl)nc12, CN(C)C=O, O. Product: Cc1csc2c(NC3CC3)nc(Cl)nc12. As a reaction SMILES: [CH:13]1([NH2:16])[CH2:14][CH2:15]1.[Cl:1][c:2]1[n:3][c:4]([Cl:12])[c:5]2[c:6]([n:7]1)[c:8]([CH3:11])[cH:9][s:10]2.[O:18]=[CH:19][N:20]([CH3:21])[CH3:22].[OH2:17]>>[Cl:1][c:2]1[n:3][c:4]([NH:16][CH:13]2[CH2:14][CH2:15]2)[c:5]2[c:6]([n:7]1)[c:8]([CH3:11])[cH:9][s:10]2. The reactants are CC(C)OB(OC(C)C)OC(C)C, CN1CCN(S(=O)(=O)c2ccc(Br)cc2)CC1, [Li]CCCC, CO, CCOCC, Cl, COCCCNC(=O)c1nc(Br)cnc1N, [Na+], [Na+], O=C([O-])[O-], C1CCOC1. Yields the product Cl, COCCCNC(=O)c1nc(-c2ccc(S(=O)(=O)N3CCN(C)CC3)cc2)cnc1N. Reaction SMILES: [B:1]([O:2][CH:3]([CH3:4])[CH3:5])([O:6][CH:7]([CH3:8])[CH3:9])[O:10][CH:11]([CH3:12])[CH3:13].[Br:14][c:15]1[cH:16][cH:17][c:18]([S:21](=[O:22])(=[O:23])[N:24]2[CH2:25][CH2:26][N:27]([CH3:30])[CH2:28][CH2:29]2)[cH:19][cH:20]1.[CH2:31]([Li:32])[CH2:33][CH2:34][CH3:35].[CH3:64][OH:65].[CH3:66][CH2:67][O:68][CH2:69][CH3:70].[ClH:36].[NH2:43][c:44]1[c:45]([C:51](=[O:52])[NH:53][CH2:54][CH2:55][CH2:56][O:57][CH3:58])[n:46][c:47]([Br:50])[cH:48][n:49]1.[Na+:37].[Na+:38].[O-:39][C:40](=[O:41])[O-:42].[O:59]1[CH2:60][CH2:61][CH2:62][CH2:63]1>>[ClH:36].[c:15]1(-[c:47]2[n:46][c:45]([C:51](=[O:52])[NH:53][CH2:54][CH2:55][CH2:56][O:57][CH3:58])[c:44]([NH2:43])[n:49][cH:48]2)[cH:16][cH:17][c:18]([S:21](=[O:22])(=[O:23])[N:24]2[CH2:25][CH2:26][N:27]([CH3:30])[CH2:28][CH2:29]2)[cH:19][cH:20]1. The reactants are [H-].[Al+3].[Li+].[H-].[H-].[H-] (lithium aluminum hydride), COC=1N=C(SC1C(=O)OCC)C1=CC=NC=C1 (ethyl 4-methoxy-2-(4-pyridyl)-thiazole-5-carboxylate), [H-].[H-].[H-].[H-].[Li+].[Al+3] (LAH). The solvent is C1CCOC1 (THF). Yields the product OCC1=C(N=C(S1)C1=CC=NC=C1)OC (5-(Hydroxymethyl)-4-methoxy-2-(4-pyridyl)-thiazole). Reaction SMILES: [CH3:1][O:2][C:3]1[N:4]=[C:5]([C:13]2[CH:18]=[CH:17][N:16]=[CH:15][CH:14]=2)[S:6][C:7]=1[C:8](OCC)=[O:9].[H-].[Al+3].[Li+].[H-].[H-].[H-]>C1COCC1>[OH:9][CH2:8][C:7]1[S:6][C:5]([C:13]2[CH:18]=[CH:17][N:16]=[CH:15][CH:14]=2)=[N:4][C:3]=1[O:2][CH3:1] |f:1.2.3.4.5.6|. Reported procedure: To a solution of ethyl 4-methoxy-2-(4-pyridyl)-thiazole-5-carboxylate (169 mg, 0.639 mmol) in THF (4 mL) cooled in an ice-bath was added lithium aluminum hydride portionwise (48 mg, 1.26 mmol). After stirring for 15 minutes at ice temperature, excess LAH was destroyed by sequential addition of water (48 μL), 15% aqueous NaOH (48 μL), and water (144 μL). The mixture was diluted with THF, filtered through a pad of Celite, and evaporated. The title compound was purified by flash chromatography elut... Reactants: OC=1C=C(C(=O)O)C=C(C1O)C#N (3,4-dihydroxy-5-cyanobenzoic acid), Cl (hydrogen chloride). The solvent is C(CCC)O (1-butanol). Run at temperature 100 celsius. The product is OC=1C=C(C(=O)OCCCC)C=C(C1O)C#N (1-Butyl 3,4-dihydroxy-5-cyanobenzoate). As a reaction SMILES: [OH:1][C:2]1[CH:3]=[C:4]([CH:8]=[C:9]([C:12]#[N:13])[C:10]=1[OH:11])[C:5]([OH:7])=[O:6].Cl>C(O)CCC>[OH:1][C:2]1[CH:3]=[C:4]([CH:8]=[C:9]([C:12]#[N:13])[C:10]=1[OH:11])[C:5]([O:7][CH2:3][CH2:2][CH2:10][CH3:9])=[O:6]. Reported procedure: A solution containing 0.5 g of 3,4-dihydroxy-5-cyanobenzoic acid in 10 ml of 1-butanol was saturated with gaseous hydrogen chloride at 0° C. The solution was then heated for 3 h at 100° C. The solvent was evaporated in vacuo and dichloromethane was added to the residue. The formed crystals were filtered. Yield 0.19 g (30%), m.p. 135°-140° C. The reactants are OC1=C(C=C(C=C1)O)C(C)=O (2',5'-dihydroxyacetophenone), N1=CC=C(C=C1)C(=O)Cl (4-pyridylcarbonyl chloride), N1CCCCC1 (piperidine). Yields the product Cl.N1(CCCCC1)CCCCCCOC=1C=CC2=C(C(C=C(O2)C2=CC=NC=C2)=O)C1 (6-(6-piperidinylhexoxy)-2-(4-pyridy)-4H-1-benzopyran-4-one hydrochloride). Reaction SMILES: [OH:1][C:2]1[CH:7]=[CH:6][C:5]([OH:8])=[CH:4][C:3]=1[C:9](=[O:11])[CH3:10].[N:12]1[CH:17]=[CH:16][C:15]([C:18]([Cl:20])=O)=[CH:14][CH:13]=1.[NH:21]1[CH2:26][CH2:25][CH2:24][CH2:23][CH2:22]1>>[ClH:20].[N:21]1([CH2:6][CH2:7][CH2:2][CH2:3][CH2:4][CH2:5][O:8][C:5]2[CH:6]=[CH:7][C:2]3[O:1][C:18]([C:15]4[CH:16]=[CH:17][N:12]=[CH:13][CH:14]=4)=[CH:10][C:9](=[O:11])[C:3]=3[CH:4]=2)[CH2:26][CH2:25][CH2:24][CH2:23][CH2:22]1 |f:3.4|. Reported procedure: The compound was prepared by the method of Example 11 from 2',5'-dihydroxyacetophenone, 4-pyridylcarbonyl chloride, and piperidine: mp 186°-187 ° C. Reactants: CCC(C=O)CC, ClCCl, [Na+], N#C[Na], O, O=S([O-])O, O=S([O-])O. Product: CCC(CC)C(O)C#N. Reaction SMILES: [CH2:1]([CH3:2])[CH:3]([CH:4]=[O:5])[CH2:6][CH3:7].[Cl:20][CH2:21][Cl:22].[Na+:12].[Na:17][C:18]#[N:19].[OH2:23].[S:13](=[O:14])([OH:15])[O-:16].[S:8](=[O:9])([OH:10])[O-:11]>>[CH2:1]([CH3:2])[CH:3]([CH:4]([OH:5])[C:18]#[N:19])[CH2:6][CH3:7]. Reaction conditions: temperature 85 celsius. Starting materials: [OH-].[Na+] (Sodium hydroxide), C(CCCC#N)#N (glutaronitrile), NNC(=S)N (thiosemicarbazide), O (water). Yields the product C(CCC1=NN=C(S1)N)C1=NN=C(S1)N (5,5′-(propane-1,3-diyl)-bis(1,3,4-thiadiazol-2-amine)). Reaction SMILES: [C:1](#[N:7])[CH2:2][CH2:3][CH2:4][C:5]#[N:6].N[NH:9][C:10]([NH2:12])=[S:11].O.[OH-].[Na+]>C(O)(C(F)(F)F)=O>[CH2:2]([C:1]1[S:11][C:10]([NH2:12])=[N:9][N:7]=1)[CH2:3][CH2:4][C:5]1[S:11][C:10]([NH2:12])=[N:9][N:6]=1 |f:3.4|. Procedure details: A mixture of glutaronitrile (5.00 g, 53.13 mmol) and thiosemicarbazide (9.68 g, 106.26 mmol) in TFA (50 mL) was heated at 85° C. for 4 h. The reaction was cooled to room temperature and poured into a mixture of ice and water. Sodium hydroxide pellets were added to the mixture until it was basic (pH 14). The white precipitate was collected by suction filtration, rinsed with water and dried to provide 5,5′-(propane-1,3-diyl)-bis(1,3,4-thiadiazol-2-amine) (1004, 13.72 g). 1H NMR (300 MHz, DMSO-d6) ... The solvent is C(=O)(C(F)(F)F)O (TFA). Yield: 106.6%. Starting materials: C(=O)(OC(C)(C)C)N[C@@H](CC(N)=O)C(=O)O (N-Boc-L-asparagine), CCOC(=O)C (EtOAc), C(C)#N (acetonitrile), CC(=O)OI(C1=CC=CC=C1)OC(=O)C (PIDA). Run in O (water). Conditions: temperature 16 celsius, time 30 minute. Yields the product N([C@@H](CN)C(=O)O)C(=O)OC(C)(C)C (Boc-Dap-OH). Yield: 62.0%. Reaction SMILES: [C:1]([NH:8][C@H:9]([C:14]([OH:16])=[O:15])[CH2:10]C(=O)N)([O:3][C:4]([CH3:7])([CH3:6])[CH3:5])=[O:2].CCOC(C)=O.C(#[N:25])C.CC(OI(OC(C)=O)C1C=CC=CC=1)=O>O>[NH:8]([C:1]([O:3][C:4]([CH3:5])([CH3:6])[CH3:7])=[O:2])[C@H:9]([C:14]([OH:16])=[O:15])[CH2:10][NH2:25]. Reported procedure: A slurry of N-Boc-L-asparagine (5.00 g, 21.5 mmol), EtOAc (24 mL), acetonitrile (24 mL), water (12 mL), and PIDA (8.32 g, 25.8 mmol) was cooled and stirred at 16° C. for 30 min. The temperature was then allowed to reach 20° C., and the reaction was stirred until completion (ca. 4 h). The mixture was cooled to 0° C. and filtered. The filter cake was washed with EtOAc (10 mL) and dried in vacuo to give 1 (2.73 g, 62% yield). 1H NMR (CD3OD and a drop of TFA) δ4.05 (1H), 3.20-3.08 (2H), 1.45 (9H). The reactants are ClC=1C=C2C(N(C(NC2=CC1)=O)C1CCN(CC1)C1=NC=NC2=CC(=C(C=C12)OC)OC)=O (6-chloro-3-[1-(6,7-dimethoxy-4-quinazolinyl)-4-piperidinyl]-1,2,3,4-tetrahydro-2,4-dioxoquinazoline), C(CC)I (propyl iodide). Product: ClC=1C=C2C(N(C(N(C2=CC1)CCC)=O)C1CCN(CC1)C1=NC=NC2=CC(=C(C=C12)OC)OC)=O (6-Chloro-3-[1-(6,7-dimethoxy-4-quinazolinyl)-4-piperidinyl]-1,2,3,4-tetrahydro-2,4-dioxo-1-propylquinazoline). RXN SMILES: [Cl:1][C:2]1[CH:3]=[C:4]2[C:9](=[CH:10][CH:11]=1)[NH:8][C:7](=[O:12])[N:6]([CH:13]1[CH2:18][CH2:17][N:16]([C:19]3[C:28]4[C:23](=[CH:24][C:25]([O:31][CH3:32])=[C:26]([O:29][CH3:30])[CH:27]=4)[N:22]=[CH:21][N:20]=3)[CH2:15][CH2:14]1)[C:5]2=[O:33].[CH2:34](I)[CH2:35][CH3:36]>>[Cl:1][C:2]1[CH:3]=[C:4]2[C:9](=[CH:10][CH:11]=1)[N:8]([CH2:34][CH2:35][CH3:36])[C:7](=[O:12])[N:6]([CH:13]1[CH2:14][CH2:15][N:16]([C:19]3[C:28]4[C:23](=[CH:24][C:25]([O:31][CH3:32])=[C:26]([O:29][CH3:30])[CH:27]=4)[N:22]=[CH:21][N:20]=3)[CH2:17][CH2:18]1)[C:5]2=[O:33]. Reported procedure: The procedure similar to that described in Example 1 was repeated, except that 300 mg (0.64 mmol) of Compound h was used in place of Compound 24 and propyl iodide was used in place of methyl iodide. As a result, 200.9 mg (yield: of Compound 42 was obtained as white crystals.